Task: describe an organic reaction: reactants, conditions, products, and yield. Dataset: the Open Reaction Database (ORD), a public repository of structured organic reaction records Reactants: CO (methanol), FC(S(=O)(=O)NC1=CC(=CC=C1)CC1=C(OC2=CC=C(C=C2C1=O)OCC=1SC2=C(N1)C=C(C=C2)F)C)(F)F (C,C,C-Trifluoro-N-{3-[6-(5-fluorobenzothiazol-2-ylmethoxy)-2-methyl-4-oxo-4H-chromen-3-ylmethyl]phenyl}methanesulfonamide). Solvent: ClCCl (dichloromethane), O1CCCC1 (tetrahydrofuran). Run at time 2 hour. Yields the product FC(S(=O)(=O)NC1=CC(=CC=C1)C[C@H]1[C@@H](OC2=CC=C(C=C2C1=O)OCC=1SC2=C(N1)C=C(C=C2)F)C)(F)F ((±)-C,C,C-Trifluoro-N-{3-[6-(5-fluorobenzothiazol-2-ylmethoxy)-trans-2-methyl-4-oxochroman-3-ylmethyl]phenyl}methanesulfonamide). Yield: 53.8%. Reaction SMILES: [F:1][C:2]([F:39])([F:38])[S:3]([NH:6][C:7]1[CH:12]=[CH:11][CH:10]=[C:9]([CH2:13][C:14]2[C:23](=[O:24])[C:22]3[C:17](=[CH:18][CH:19]=[C:20]([O:25][CH2:26][C:27]4[S:28][C:29]5[CH:35]=[CH:34][C:33]([F:36])=[CH:32][C:30]=5[N:31]=4)[CH:21]=3)[O:16][C:15]=2[CH3:37])[CH:8]=1)(=[O:5])=[O:4].CO>O1CCCC1.ClCCl>[F:39][C:2]([F:1])([F:38])[S:3]([NH:6][C:7]1[CH:12]=[CH:11][CH:10]=[C:9]([CH2:13][C@@H:14]2[C:23](=[O:24])[C:22]3[C:17](=[CH:18][CH:19]=[C:20]([O:25][CH2:26][C:27]4[S:28][C:29]5[CH:35]=[CH:34][C:33]([F:36])=[CH:32][C:30]=5[N:31]=4)[CH:21]=3)[O:16][C@H:15]2[CH3:37])[CH:8]=1)(=[O:5])=[O:4]. Reported procedure: To a stirred suspension of 2.59 g (4.48 mmole) product from Example 127 in 100 mL tetrahydrofuran was added dropwise 9 mL (9.40 mmole) UB(sec-butyl)3H (1M in THF, L-Selectride®) at -78° C. The mixture was stirred for 2 hours, then quenched with 5% ammonium chloride. The mixture was poured into water, acidified to ph 1-4 with 1N HCl, and extracted with ethyl acetate. The ethyl acetate extract was washed with water and brine and dried (MgSO4) and concentrated to give an oil. Flash chromatography o... Starting materials: OC(C(=O)OC)CC(CC(=O)OCC)=O (1-methyl 6-ethyl 2-hydroxy-4-oxoadipate), B (borane), C(C)B(CC)CC (triethylborane), [BH4-].[Na+] (sodium borohydride). Procedure details: A mixture of THF (2.5 ml), methanol (5 ml) and triethylborane (1M in THF) (12 ml) was stirred at a temperature from -50 to -60° C. for one hour in an argon atmosphere. A solution of 1-methyl 6-ethyl 2-hydroxy-4-oxoadipate (2.2 g, 10 mmol) in THF (2.5 ml) was dropwise added to the above borane solution at -60° C. After stirring at -78° C. for 60 minutes, sodium borohydride (378 mg, 10 mmol) was added in one portion, followed by stirring at -78° C. for 2 hours. After dropwise adding acetic acid (3... Run at temperature -55 celsius, time 1 hour. As a reaction SMILES: C(B(CC)CC)C.[OH:8][CH:9]([CH2:14][C:15](=[O:22])[CH2:16][C:17]([O:19][CH2:20][CH3:21])=[O:18])[C:10]([O:12][CH3:13])=[O:11].B.[BH4-].[Na+]>C1COCC1.O.C(O)(=O)C.CO>[OH:8][CH:9]([CH2:14][CH:15]([OH:22])[CH2:16][C:17]([O:19][CH2:20][CH3:21])=[O:18])[C:10]([O:12][CH3:13])=[O:11] |f:3.4|. Product: OC(C(=O)OC)CC(CC(=O)OCC)O (1-methyl 6-ethyl 2,4-dihydroxyadipate). Run in C1CCOC1 (THF), C1CCOC1 (THF), O (water), C1CCOC1 (THF), CO (methanol), C(C)(=O)O (acetic acid). The yield is 69.0%.